Dataset: the Open Reaction Database (ORD), a public repository of structured organic reaction records. Task: describe an organic reaction: reactants, conditions, products, and yield Reactants: FC(S(=O)(=O)OC1=C(C2=CC=C(C=C2C=C1)OC)OC1=CC=C(C=C1)OCCN1CCCCC1)(F)F (6-methoxy-1-(4-(2-(piperidin-1-yl)ethoxy)phenoxy)naphthalen-2-yl trifluoromethanesulfonate), S1C(=CC=C1)B(O)O (Thiophene-2-boronic Acid), C1(CCCCC1)P(C1CCCCC1)C1CCCCC1 (tricyclohexylphosphine), [F-].[Cs+] (cesium fluoride). The reagents and catalysts are C(C)(=O)[O-].[Pd+2].C(C)(=O)[O-] (palladium (II) acetate). Solvent: C(C)#N (acetonitrile). Reaction conditions: temperature 80 celsius, time 40 minute. Product: COC=1C=C2C=CC(=C(C2=CC1)OC1=CC=C(OCCN2CCCCC2)C=C1)C=1SC=CC1 (1-(2-(4-(6-methoxy-2-(thiophen-2-yl)naphthalen-1-yloxy)phenoxy)ethyl)piperidine). Isolated yield 73.7%. RXN SMILES: FC(F)(F)S(O[C:7]1[CH:16]=[CH:15][C:14]2[C:9](=[CH:10][CH:11]=[C:12]([O:17][CH3:18])[CH:13]=2)[C:8]=1[O:19][C:20]1[CH:25]=[CH:24][C:23]([O:26][CH2:27][CH2:28][N:29]2[CH2:34][CH2:33][CH2:32][CH2:31][CH2:30]2)=[CH:22][CH:21]=1)(=O)=O.[S:37]1[CH:41]=[CH:40][CH:39]=[C:38]1B(O)O.C1(P(C2CCCCC2)C2CCCCC2)CCCCC1.[F-].[Cs+]>C([O-])(=O)C.[Pd+2].C([O-])(=O)C.C(#N)C>[CH3:18][O:17][C:12]1[CH:13]=[C:14]2[C:9](=[CH:10][CH:11]=1)[C:8]([O:19][C:20]1[CH:21]=[CH:22][C:23]([O:26][CH2:27][CH2:28][N:29]3[CH2:34][CH2:33][CH2:32][CH2:31][CH2:30]3)=[CH:24][CH:25]=1)=[C:7]([C:38]1[S:37][CH:41]=[CH:40][CH:39]=1)[CH:16]=[CH:15]2 |f:3.4,5.6.7|. Procedure details: Combine 6-methoxy-1-(4-(2-(piperidin-1-yl)ethoxy)phenoxy)naphthalen-2-yl trifluoromethanesulfonate (6.0 g, 11.4 mmol), Thiophene-2-boronic Acid (4.4 g, 34.3 mmol), tricyclohexylphosphine (1.1 g, 4.0 mmol), palladium (II) acetate (0.51 g, 2.3 mmol), cesium fluoride (15.6 g, 102.8 mmol) and acetonitrile (150 mL; degas with nitrogen for 30 minutes) to a round bottom flask under nitrogen. Warm the resulting mixture to 80° C. and stir for 40 minutes. Filter off solids and wash with acetonitrile. Comb... Reactants: C1(=CC=CC=C1)P(C1=CC=CC=C1)C1=CC=CC=C1 (triphenylphosphine), Intermediate 73, C([O-])([O-])=O.[K+].[K+] (potassium carbonate), COC=1C=NC=C(C1)B1OC(C)(C)C(C)(C)O1 (3-methoxypyridine-5-boronic acid pinacol ester), BrC1=CC=C(C=C1)C=1OC(=C(N1)CCN1[C@@H](CCC1)C)C (2-(4-bromophenyl)-4-{2-[(2R)-2-methylpyrrolidin-1-yl]ethyl}-5-methyl-1,3-oxazole). The reagents and catalysts are C(C)(=O)[O-].[Pd+2].C(C)(=O)[O-] (palladium (II) acetate). The solvent is C1(=CC=CC=C1)C (toluene), O (water), C(C)O (ethanol), O (water). Conditions: temperature 110 celsius, time 15 minute. Product: COC=1C=NC=C(C1)C1=CC=C(C=C1)C=1OC(=C(N1)CCN1[C@@H](CCC1)C)C (3-Methoxy-5-[4-(5-methyl-4-{2-[(2R)-2-methylpyrrolidin-1-yl]ethyl}-1,3-oxazol-2-yl)phenyl]pyridine). RXN SMILES: C1(P(C2C=CC=CC=2)C2C=CC=CC=2)C=CC=CC=1.[CH3:20][O:21][C:22]1[CH:23]=[N:24][CH:25]=[C:26](B2OC(C)(C)C(C)(C)O2)[CH:27]=1.Br[C:38]1[CH:43]=[CH:42][C:41]([C:44]2[O:45][C:46]([CH3:57])=[C:47]([CH2:49][CH2:50][N:51]3[CH2:55][CH2:54][CH2:53][C@H:52]3[CH3:56])[N:48]=2)=[CH:40][CH:39]=1.C(=O)([O-])[O-].[K+].[K+]>C1(C)C=CC=CC=1.C([O-])(=O)C.[Pd+2].C([O-])(=O)C.O.C(O)C>[CH3:20][O:21][C:22]1[CH:23]=[N:24][CH:25]=[C:26]([C:38]2[CH:43]=[CH:42][C:41]([C:44]3[O:45][C:46]([CH3:57])=[C:47]([CH2:49][CH2:50][N:51]4[CH2:55][CH2:54][CH2:53][C@H:52]4[CH3:56])[N:48]=3)=[CH:40][CH:39]=2)[CH:27]=1 |f:3.4.5,7.8.9|. Procedure: To a solution of palladium (II) acetate (0.004 g, 0.02 mmol) in anhydrous toluene (5 mL), add triphenylphosphine (0.019 g, 0.07 mmol), under nitrogen and at room temperature. Stir for 15 minutes then add distilled water (1.5 mL), ethanol (1 mL), 3-methoxypyridine-5-boronic acid pinacol ester (0.26 g, 1.10 mmol), 2-(4-bromophenyl)-4-{2-[(2R)-2-methylpyrrolidin-1-yl]ethyl}-5-methyl-1,3-oxazole (See Intermediate 73(0.32 g, 0.92 mmol) and potassium carbonate (0.38 g, 2.75 mmol). Heat the reaction mi... Reactants: Ice water, resultant mixture, O(C1=CC=CC=C1)C=1C=C(C=CC1)C=C(CBr)C (3-(m-Phenoxyphenyl)-2-methyl-2-propenyl bromide), CC1CNCC(O1)C (2,6-dimethylmorpholine). Run in [OH-].[Na+] (sodium hydroxide). Reaction conditions: time 3 hour. Yields the product O(C1=CC=CC=C1)C=1C=C(C=CC1)C=C(CN1CC(OC(C1)C)C)C (4-[3-(m-phenoxyphenyl)-2-methyl-2-propenyl]-2,6-dimethylmorpholine). The yield is 27.0%. As a reaction SMILES: [O:1]([C:8]1[CH:9]=[C:10]([CH:14]=[C:15]([CH3:18])[CH2:16]Br)[CH:11]=[CH:12][CH:13]=1)[C:2]1[CH:7]=[CH:6][CH:5]=[CH:4][CH:3]=1.[CH3:19][CH:20]1[O:25][CH:24]([CH3:26])[CH2:23][NH:22][CH2:21]1>[OH-].[Na+]>[O:1]([C:8]1[CH:9]=[C:10]([CH:14]=[C:15]([CH3:18])[CH2:16][N:22]2[CH2:21][CH:20]([CH3:19])[O:25][CH:24]([CH3:26])[CH2:23]2)[CH:11]=[CH:12][CH:13]=1)[C:2]1[CH:7]=[CH:6][CH:5]=[CH:4][CH:3]=1 |f:2.3|. Procedure: 3-(m-Phenoxyphenyl)-2-methyl-2-propenyl bromide (1.0 g) was added to 2,6-dimethylmorpholine (2.0 g) at 0° C. while stirring, followed by aging at the same temperature for 3 hours. Ice water (100 ml) and 15% aqueous sodium hydroxide solution (30 ml) were added to the resultant mixture to make basic, followed by extraction with ethyl acetate (50 ml×3). The extracts were combined together, washed with saturated aqueous sodium chloride solution, dried over magnesium sulfate and concentrated under re... The reactants are [Cl-].FC(C1=C(C[P+](C2=CC=CC=C2)(C2=CC=CC=C2)C2=CC=CC=C2)C=CC=C1)(F)F (o-trifluoromethylbenzyltriphenyl-phosphonium chloride), C=O (paraformaldehyde), [OH-].[Na+] (sodium hydroxide). Solvent: O (water). The product is FC(C1=C(C=C)C=CC=C1)(F)F (o-trifluoromethylstyrene). Reaction SMILES: [Cl-].[F:2][C:3]([F:31])([F:30])[C:4]1[CH:29]=[CH:28][CH:27]=[CH:26][C:5]=1[CH2:6][P+](C1C=CC=CC=1)(C1C=CC=CC=1)C1C=CC=CC=1.[CH2:32]=O.[OH-].[Na+]>O>[F:31][C:3]([F:2])([F:30])[C:4]1[CH:29]=[CH:28][CH:27]=[CH:26][C:5]=1[CH:6]=[CH2:32] |f:0.1,3.4|. Reported procedure: 457 g (1 mol) of o-trifluoromethylbenzyltriphenyl-phosphonium chloride and 150 g (5 mols) of paraformaldehyde are initially introduced into 1,200 ml of water. 150 ml of 50% strength by weight sodium hydroxide solution are added at about 20° C. The mixture is allowed to after-react at 40° to 50° C. for 1 hour and the o-trifluoromethylstyrene formed is then distilled out of the reaction mixture with steam. The organic phase of the distillate contains 170 g (about 98% of the theoretical yield) of o...